From a dataset of the Open Reaction Database (ORD), a public repository of structured organic reaction records. describe an organic reaction: reactants, conditions, products, and yield The reactants are CCC(CC)C1c2c(-c3ccc(OC)nc3)n[nH]c2C(=O)N1c1ccc(-c2ccon2)cc1, CC#N, CCOC(C)=O, C[Si](C)(C)Cl, [I-], [Na+], O. The product is CCC(CC)C1c2c(-c3ccc(=O)[nH]c3)n[nH]c2C(=O)N1c1ccc(-c2ccon2)cc1. As a reaction SMILES: [CH2:1]([CH3:2])[CH:3]([CH2:4][CH3:5])[CH:6]1[N:7]([c:23]2[cH:24][cH:25][c:26](-[c:29]3[n:30][o:31][cH:32][cH:33]3)[cH:27][cH:28]2)[C:8](=[O:22])[c:9]2[nH:10][n:11][c:12](-[c:14]3[cH:15][n:16][c:17]([O:20][CH3:21])[cH:18][cH:19]3)[c:13]21.[CH3:42][C:43]#[N:44].[CH3:45][CH2:46][O:47][C:48](=[O:49])[CH3:50].[Cl:36][Si:37]([CH3:38])([CH3:39])[CH3:40].[I-:35].[Na+:34].[OH2:41]>>[CH2:1]([CH3:2])[CH:3]([CH2:4][CH3:5])[CH:6]1[N:7]([c:23]2[cH:24][cH:25][c:26](-[c:29]3[n:30][o:31][cH:32][cH:33]3)[cH:27][cH:28]2)[C:8](=[O:22])[c:9]2[nH:10][n:11][c:12](-[c:14]3[cH:15][nH:16][c:17](=[O:20])[cH:18][cH:19]3)[c:13]21. Reactants: ice water, CC1CC(CCC1)C#N (3-methylcyclohexanecarbonitrile), C(C)(C)[N-]C(C)C.[Li+] (lithium diisopropylamide), C(OCC)(OCC)=O (diethyl carbonate), Cl (hydrochloric acid). Solvent: C1CCOC1 (THF). Conditions: time 1 hour. Product: CC1CC(CCC1)(C(=O)OCC)C#N (ethyl 3-methyl-1-cyanocyclohexanecarboxylate). Reaction SMILES: [CH3:1][CH:2]1[CH2:7][CH2:6][CH2:5][CH:4]([C:8]#[N:9])[CH2:3]1.C([N-]C(C)C)(C)C.[Li+].[C:18](=O)([O:22]CC)[O:19][CH2:20][CH3:21].Cl>C1COCC1>[CH3:1][CH:2]1[CH2:7][CH2:6][CH2:5][C:4]([C:8]#[N:9])([C:18]([O:19][CH2:20][CH3:21])=[O:22])[CH2:3]1 |f:1.2|. Reported procedure: A solution of 17 g of 3-methylcyclohexanecarbonitrile in 140 ml of THF has added to it, at -78°, a lithium diisopropylamide solution (prepared from 140 ml of THF, 16 g of diisopropylamine and 100 ml of 1.6-molar butyllithium solution in hexane), followed, after 2 hours, by 25 g of diethyl carbonate, and stirring is continued for one hour. After heating to room temperature and pouring onto 300 ml of ice-water the mixture is neutralized with dilute hydrochloric acid. Customary working up and disti... Reactants: CC(C)OC(C)C, Cl, CC(=O)n1ncc2cc(OS(=O)(=O)c3cccc(F)c3)ccc21, [Na+], O, O=C([O-])O. Product: O=S(=O)(Oc1ccc2[nH]ncc2c1)c1cccc(F)c1. Reaction SMILES: [CH:30]([O:31][CH:32]([CH3:33])[CH3:34])([CH3:35])[CH3:36].[ClH:24].[F:1][c:2]1[cH:3][c:4]([S:8](=[O:9])(=[O:10])[O:11][c:12]2[cH:13][c:14]3[cH:15][n:16][n:17]([C:21](=[O:22])[CH3:23])[c:18]3[cH:19][cH:20]2)[cH:5][cH:6][cH:7]1.[Na+:25].[OH2:37].[OH:26][C:27](=[O:28])[O-:29]>>[F:1][c:2]1[cH:3][c:4]([S:8](=[O:9])(=[O:10])[O:11][c:12]2[cH:13][c:14]3[cH:15][n:16][nH:17][c:18]3[cH:19][cH:20]2)[cH:5][cH:6][cH:7]1. Reactants: c1ccccc1-c2ccc(CO)cc2, O=S(C1=CC=C([N+]([O-])=O)C=C1)(F)=O (4-nitrobenzenesulfonyl fluoride). Reagents/catalysts: N\2=C1\N(CCCCC1)CCC/2 (DBU). Run in C1CCCO1 (THF), C1CCCO1 (THF). Reaction conditions: time 48 hour. Yields the product c1ccccc1-c2ccc(CF)cc2. Yield: 21.0%. Reactants: [Br-], C1CCOC1, COc1cn(-c2ccc(OCc3ccccc3)cc2F)nc(C(=O)N(C)OC)c1=O, C[Mg+]. Yields the product COc1cn(-c2ccc(OCc3ccccc3)cc2F)nc(C(C)=O)c1=O. RXN SMILES: [Br-:1].[CH2:34]1[O:35][CH2:36][CH2:37][CH2:38]1.[CH2:4]([c:5]1[cH:6][cH:7][cH:8][cH:9][cH:10]1)[O:11][c:12]1[cH:13][c:14]([F:33])[c:15](-[n:18]2[n:19][c:20]([C:27](=[O:28])[N:29]([O:30][CH3:31])[CH3:32])[c:21](=[O:26])[c:22]([O:24][CH3:25])[cH:23]2)[cH:16][cH:17]1.[CH3:2][Mg+:3]>>[CH3:2][C:27]([c:20]1[n:19][n:18](-[c:15]2[c:14]([F:33])[cH:13][c:12]([O:11][CH2:4][c:5]3[cH:6][cH:7][cH:8][cH:9][cH:10]3)[cH:17][cH:16]2)[cH:23][c:22]([O:24][CH3:25])[c:21]1=[O:26])=[O:28]. Reactants: C(C)(C)(C)OC(=O)N1CCC(CC1)NC1=CC=C(C=C1)F (1-(tert-Butoxycarbonyl)-4-[(4-fluorophenyl)amino]piperidine), ClCC=1C=C(C=NC1)C1=CC(=C(C(=C1)OC)OC)OC (5-chloromethyl-3-(3,4,5-trimethoxyphenyl)pyridine). Yields the product C(C)(C)(C)OC(=O)N1CCC(CC1)N(CC=1C=C(C=NC1)C1=CC(=C(C(=C1)OC)OC)OC)C1=CC=C(C=C1)F (1-(tert-Butoxycarbonyl)-4-[N-(4-fluorophenyl)-N-[[3-(3,4,5-trimethoxyphenyl)pyridin-5-yl]methyl]amino]piperidine). Reaction SMILES: [C:1]([O:5][C:6]([N:8]1[CH2:13][CH2:12][CH:11]([NH:14][C:15]2[CH:20]=[CH:19][C:18]([F:21])=[CH:17][CH:16]=2)[CH2:10][CH2:9]1)=[O:7])([CH3:4])([CH3:3])[CH3:2].Cl[CH2:23][C:24]1[CH:25]=[C:26]([C:30]2[CH:35]=[C:34]([O:36][CH3:37])[C:33]([O:38][CH3:39])=[C:32]([O:40][CH3:41])[CH:31]=2)[CH:27]=[N:28][CH:29]=1>>[C:1]([O:5][C:6]([N:8]1[CH2:13][CH2:12][CH:11]([N:14]([C:15]2[CH:20]=[CH:19][C:18]([F:21])=[CH:17][CH:16]=2)[CH2:23][C:24]2[CH:25]=[C:26]([C:30]3[CH:35]=[C:34]([O:36][CH3:37])[C:33]([O:38][CH3:39])=[C:32]([O:40][CH3:41])[CH:31]=3)[CH:27]=[N:28][CH:29]=2)[CH2:10][CH2:9]1)=[O:7])([CH3:4])([CH3:2])[CH3:3]. Procedure: 1-(tert-Butoxycarbonyl)-4-[(4-fluorophenyl)amino]piperidine (589 mg) and 5-chloromethyl-3-(3,4,5-trimethoxyphenyl)pyridine (588 mg) was treated in the same manner as described in Example 9 to give light yellow amorphous of the title compound. Starting materials: ClC=1C=C(C=NC1N1CCC(CC1)N1C(OCC2=C1C=CC=C2)=O)C(=O)O (5-Chloro-6-[4-(2-oxo-2H-3,1-benzoxazin-1(4H)-yl)piperidin-1-yl]pyridine-3-carboxylic acid), Cl.N[C@@H](CC(C)C)C(=O)N ((S)-leucinamide hydrochloride). The product is NC(=O)[C@H](CC(C)C)NC(=O)C=1C=NC(=C(C1)Cl)N1CCC(CC1)N1C(OCC2=C1C=CC=C2)=O (N-[(1S)-1-(Aminocarbonyl)-3-methylbutyl]-5-chloro-6-[4-(2-oxo-2H-3,1-benzoxazin-1(4H)-yl)piperidin-1-yl]pyridine-3-carboxamide). As a reaction SMILES: [Cl:1][C:2]1[CH:3]=[C:4]([C:25]([OH:27])=O)[CH:5]=[N:6][C:7]=1[N:8]1[CH2:13][CH2:12][CH:11]([N:14]2[C:19]3[CH:20]=[CH:21][CH:22]=[CH:23][C:18]=3[CH2:17][O:16][C:15]2=[O:24])[CH2:10][CH2:9]1.Cl.[NH2:29][C@H:30]([C:35]([NH2:37])=[O:36])[CH2:31][CH:32]([CH3:34])[CH3:33]>>[NH2:37][C:35]([C@@H:30]([NH:29][C:25]([C:4]1[CH:5]=[N:6][C:7]([N:8]2[CH2:13][CH2:12][CH:11]([N:14]3[C:19]4[CH:20]=[CH:21][CH:22]=[CH:23][C:18]=4[CH2:17][O:16][C:15]3=[O:24])[CH2:10][CH2:9]2)=[C:2]([Cl:1])[CH:3]=1)=[O:27])[CH2:31][CH:32]([CH3:34])[CH3:33])=[O:36] |f:1.2|. Reported procedure: The title compound was prepared from the product of example 148 step (i) (0.15 g) and (S)-leucinamide hydrochloride (0.07 g) according to the method of example 115, step (i). Yield 0.04 g as a solid.